This data is from the Open Reaction Database (ORD), a public repository of structured organic reaction records. The task is: describe an organic reaction: reactants, conditions, products, and yield The reactants are CCOC(=O)N=NC(=O)OCC, C1CCOC1, OCC1COCOC1, O=C1c2ccccc2C(=O)N1O, c1ccc(P(c2ccccc2)c2ccccc2)cc1. Yields the product O=C1c2ccccc2C(=O)N1OCC1COCOC1. Reaction SMILES: [O:40]=[C:41]([O:42][CH2:43][CH3:44])[N:45]=[N:46][C:47]([O:48][CH2:49][CH3:50])=[O:51].[O:52]1[CH2:53][CH2:54][CH2:55][CH2:56]1.[OH:1][CH2:2][CH:3]1[CH2:4][O:5][CH2:6][O:7][CH2:8]1.[OH:9][N:10]1[C:11](=[O:20])[c:12]2[c:13]([cH:16][cH:17][cH:18][cH:19]2)[C:14]1=[O:15].[c:21]1([P:22]([c:23]2[cH:24][cH:25][cH:26][cH:27][cH:28]2)[c:29]2[cH:30][cH:31][cH:32][cH:33][cH:34]2)[cH:35][cH:36][cH:37][cH:38][cH:39]1>>[O:1]([CH2:2][CH:3]1[CH2:4][O:5][CH2:6][O:7][CH2:8]1)[N:10]1[C:11](=[O:20])[c:12]2[c:13]([cH:16][cH:17][cH:18][cH:19]2)[C:14]1=[O:15]. Procedure: The {4-[6-Butyl-5-(4-cyclohexyloxy-phenyl)-pyridazin-3-yloxy]-1-methyl-piperidin-3-yl}-methanol was dissolved in 4.0 M HCl in dioxane (2 mL) and evaporated the solvent, dried to provide the title compound (26 mg). LCMS: m/z 455 [M+1]. 1H NMR (400 MHz, CD3OD) δ 7.32 (2H, d), 7.03 (2H, d), 6.99 (1H, s), 5.58 (1H, s), 4.44-4.38 (1H, m), 3.66-3.62 (1H, m), 3.58-3.49 (1H, m), 2.96-2.80 (4H, m), 2.63-2.20 (7H, m), 2.08-1.90 (3H, m), 1.88-1.78 (2H, m), 1.62-1.20 (11H, m), 0.79 (3H, t,). Run in O1CCOCC1 (dioxane). The product is Cl.Cl.C(CCC)C1=C(C=C(N=N1)OC1C(CN(CC1)C)CO)C1=CC=C(C=C1)OC1CCCCC1 ({4-[6-Butyl-5-(4-cyclohexyloxy-phenyl)-pyridazin-3-yloxy]-1-methyl-piperidin-3-yl}-methanol dihydrochloride). Reaction SMILES: [CH2:1]([C:5]1[N:10]=[N:9][C:8]([O:11][CH:12]2[CH2:17][CH2:16][N:15]([CH3:18])[CH2:14][CH:13]2[CH2:19][OH:20])=[CH:7][C:6]=1[C:21]1[CH:26]=[CH:25][C:24]([O:27][CH:28]2[CH2:33][CH2:32][CH2:31][CH2:30][CH2:29]2)=[CH:23][CH:22]=1)[CH2:2][CH2:3][CH3:4].[ClH:34]>O1CCOCC1>[ClH:34].[ClH:34].[CH2:1]([C:5]1[N:10]=[N:9][C:8]([O:11][CH:12]2[CH2:17][CH2:16][N:15]([CH3:18])[CH2:14][CH:13]2[CH2:19][OH:20])=[CH:7][C:6]=1[C:21]1[CH:22]=[CH:23][C:24]([O:27][CH:28]2[CH2:33][CH2:32][CH2:31][CH2:30][CH2:29]2)=[CH:25][CH:26]=1)[CH2:2][CH2:3][CH3:4] |f:3.4.5|. Starting materials: C(CCC)C1=C(C=C(N=N1)OC1C(CN(CC1)C)CO)C1=CC=C(C=C1)OC1CCCCC1 ({4-[6-Butyl-5-(4-cyclohexyloxy-phenyl)-pyridazin-3-yloxy]-1-methyl-piperidin-3-yl}-methanol), Cl (HCl). The reactants are Cl (HCl), C[C@@H]1C(C[C@]23C=4C(=C(C=CC4C[C@H]([C@@H]2[C@H]1C)NCC3)OC)O)=O (7α,8β-Dimethyl-4-hydroxy-3-methoxymorphinan-6-one), C(=O)(O)[O-].[Na+] (NaHCO3), C1(CC1)CBr (cyclopropylmethyl bromide), Cl (HCl). Run in CN(C)C=O (DMF), C(C)O (ethanol). Product: Cl.C1(CC1)CN1[C@H]2[C@@H]3[C@H]([C@@H](C(C[C@@]3(C=3C(=C(C=CC3C2)OC)O)CC1)=O)C)C (17-Cyclopropylmethyl-7α,8β-dimethyl-4-hydroxy-3-methoxymorphinan-6-one Hydrochloride). Yield: 90.0%. RXN SMILES: [CH3:1][C@H:2]1[C@H:15]([CH3:16])[C@@H:14]2[C@:5]3([CH2:19][CH2:18][NH:17][C@@H:13]2[CH2:12][C:11]2[CH:10]=[CH:9][C:8]([O:20][CH3:21])=[C:7]([OH:22])[C:6]3=2)[CH2:4][C:3]1=[O:23].C([O-])(O)=O.[Na+].[CH:29]1([CH2:32]Br)[CH2:31][CH2:30]1.[ClH:34]>CN(C=O)C.C(O)C>[ClH:34].[CH:29]1([CH2:32][N:17]2[CH2:18][CH2:19][C@@:5]34[C:6]5[C:7]([OH:22])=[C:8]([O:20][CH3:21])[CH:9]=[CH:10][C:11]=5[CH2:12][C@@H:13]2[C@@H:14]3[C@@H:15]([CH3:16])[C@H:2]([CH3:1])[C:3](=[O:23])[CH2:4]4)[CH2:31][CH2:30]1 |f:1.2,7.8|. Reported procedure: A mixture of 18b (7.20 g, 22.8 mmole), NaHCO3 (3.84 g, 45.7 mmole) and cyclopropylmethyl bromide (3.70 g, 27.4 mmole) in DMF (100 ml) was heated at 100° under argon for 2.5 hours. The mixture was processed as described for 19a-CPM to give 8.31 g (99%) of 19b-CPM as a foam. NMR: δ 6.90 (aromatic); 6.35, broad s, 1H (hydroxyl proton); 4.23 (H-5α); 3.78 (CH3O--); 1.10, unsymmetrical d, (8β-CH3, J=5 Hz); 0.92 symmetrical d, (7α-CH3, J=6 Hz). The foam was converted to the HCl salt by dissolving the f... Starting materials: CNC(=O)CBr, CO, CN(C)C=O, CCOC(C)=O, ClCCl, N#Cc1c(N)nc(S)c(C#N)c1-c1ccc(O)cc1, [Na+], O=C([O-])O, O. Yields the product CNC(=O)CSc1nc(N)c(C#N)c(-c2ccc(O)cc2)c1C#N. RXN SMILES: [CH3:20][NH:21][C:22]([CH2:23][Br:24])=[O:25].[CH3:34][OH:35].[CH3:36][N:37]([CH3:38])[CH:39]=[O:40].[CH3:42][CH2:43][O:44][C:45](=[O:46])[CH3:47].[Cl:31][CH2:32][Cl:33].[NH2:1][c:2]1[n:3][c:4]([SH:19])[c:5]([C:17]#[N:18])[c:6](-[c:10]2[cH:11][cH:12][c:13]([OH:16])[cH:14][cH:15]2)[c:7]1[C:8]#[N:9].[Na+:30].[O-:26][C:27]([OH:28])=[O:29].[OH2:41]>>[NH2:1][c:2]1[n:3][c:4]([S:19][CH2:23][C:22]([NH:21][CH3:20])=[O:25])[c:5]([C:17]#[N:18])[c:6](-[c:10]2[cH:11][cH:12][c:13]([OH:16])[cH:14][cH:15]2)[c:7]1[C:8]#[N:9]. Starting materials: C1(\C=C/C(=O)O1)=O (maleic anhydride), CC(=C)C (2-methylpropene). Yields the product C(C(C)=C)C1CC(=O)OC1=O (β-methallylsuccinic anhydride). Reaction SMILES: [C:1]1(=[O:7])[O:6][C:4](=[O:5])[CH:3]=[CH:2]1.[CH3:8][C:9]([CH3:11])=[CH2:10]>>[CH2:10]([CH:3]1[C:4](=[O:5])[O:6][C:1](=[O:7])[CH2:2]1)[C:9](=[CH2:8])[CH3:11]. Procedure: reacting maleic anhydride with 2-methylpropene to yield β-methallylsuccinic anhydride; Reactants: C, COc1ccc2[nH]cc(C3=C(c4c[nH]c5ccc(OC)cc45)C(=O)N(C)C3=O)c2c1, CN(C)C=O, [Pd]. Yields the product COc1ccc2[nH]cc(C3C(=O)N(C)C(=O)C3c3c[nH]c4ccc(OC)cc34)c2c1. As a reaction SMILES: [C:36].[CH3:1][O:2][c:3]1[cH:4][c:5]2[c:6]([C:12]3=[C:17]([c:18]4[cH:19][nH:20][c:21]5[cH:22][cH:23][c:24]([O:27][CH3:28])[cH:25][c:26]45)[C:16](=[O:29])[N:15]([CH3:30])[C:13]3=[O:14])[cH:7][nH:8][c:9]2[cH:10][cH:11]1.[O:31]=[CH:32][N:33]([CH3:34])[CH3:35].[Pd:37]>>[CH3:1][O:2][c:3]1[cH:4][c:5]2[c:6]([CH:12]3[C:13](=[O:14])[N:15]([CH3:30])[C:16](=[O:29])[CH:17]3[c:18]3[cH:19][nH:20][c:21]4[cH:22][cH:23][c:24]([O:27][CH3:28])[cH:25][c:26]34)[cH:7][nH:8][c:9]2[cH:10][cH:11]1. Reaction SMILES: [CH3:1][S:2][c:3]1[n:4][n:5][c:6](-[c:10]2[cH:11][cH:12][cH:13][cH:14][cH:15]2)[c:7](=[O:9])[nH:8]1.[CH:18]([OH:19])([CH3:20])[CH3:21].[NH2:16][NH2:17]>>[c:3]1([NH:16][NH2:17])[n:4][n:5][c:6](-[c:10]2[cH:11][cH:12][cH:13][cH:14][cH:15]2)[c:7](=[O:9])[nH:8]1. The product is NNc1nnc(-c2ccccc2)c(=O)[nH]1. Starting materials: CSc1nnc(-c2ccccc2)c(=O)[nH]1, CC(C)O, NN.